From a dataset of the Open Reaction Database (ORD), a public repository of structured organic reaction records. describe an organic reaction: reactants, conditions, products, and yield Reactants: COc1ccc(C(c2ccc(O)c(C)c2)c2cccc3ccccc23)cc1, CCOC(C)=O, ClCC1CO1, [K+], [K+], O=C([O-])[O-]. The product is COc1ccc(C(c2ccc(OCC3CO3)c(C)c2)c2cccc3ccccc23)cc1. As a reaction SMILES: [CH3:1][O:2][c:3]1[cH:4][cH:5][c:6]([CH:9]([c:10]2[cH:11][cH:12][cH:13][c:14]3[cH:15][cH:16][cH:17][cH:18][c:19]23)[c:20]2[cH:21][c:22]([CH3:27])[c:23]([OH:26])[cH:24][cH:25]2)[cH:7][cH:8]1.[CH3:39][CH2:40][O:41][C:42](=[O:43])[CH3:44].[Cl:28][CH2:29][CH:30]1[CH2:31][O:32]1.[K+:33].[K+:34].[O-:35][C:36]([O-:37])=[O:38]>>[CH3:1][O:2][c:3]1[cH:4][cH:5][c:6]([CH:9]([c:10]2[cH:11][cH:12][cH:13][c:14]3[cH:15][cH:16][cH:17][cH:18][c:19]23)[c:20]2[cH:21][c:22]([CH3:27])[c:23]([O:26][CH2:29][CH:30]3[CH2:31][O:32]3)[cH:24][cH:25]2)[cH:7][cH:8]1. Run in CC(=O)C (acetone). RXN SMILES: [CH2:1]([O:8][C:9](=[O:21])[NH:10][C@H:11]([C:16]1[N:17]=[N:18][NH:19][N:20]=1)[C:12]([CH3:15])([CH3:14])[CH3:13])[C:2]1[CH:7]=[CH:6][CH:5]=[CH:4][CH:3]=1.[C:22](=O)([O-])[O-].[K+].[K+].CI>CC(C)=O>[CH2:1]([O:8][C:9](=[O:21])[NH:10][C@H:11]([C:16]1[N:20]=[N:19][N:18]([CH3:22])[N:17]=1)[C:12]([CH3:15])([CH3:14])[CH3:13])[C:2]1[CH:3]=[CH:4][CH:5]=[CH:6][CH:7]=1 |f:1.2.3|. Yield: 68.3%. Starting materials: C(C1=CC=CC=C1)OC(N[C@@H](C(C)(C)C)C=1N=NNN1)=O (benzyl[(1S)-2,2-dimethyl-1-(2H-tetrazol-5-yl)propyl]carbamate), C([O-])([O-])=O.[K+].[K+] (potassium carbonate), CI (methyl iodide). Procedure details: A suspension of benzyl[(1S)-2,2-dimethyl-1-(2H-tetrazol-5-yl)propyl]carbamate (0.41 g, 1.4 mmol), potassium carbonate (1.0 g, 7.0 mmol) and methyl iodide (0.35 mL, 5.6 mmol) in acetone (7 mL) was stirred at 0° C. for 10 min and warmed to rt. After 5 h, the reaction mixture was filtered and concentrated. The residue was purified by column chromatography on silica gel eluting with hexane/ethyl acetate (8/1-4/1-1/1) to afford 0.29 g (68%) of the title compound. The product is C(C1=CC=CC=C1)OC(N[C@@H](C(C)(C)C)C=1N=NN(N1)C)=O (benzyl[(1S)-2,2-dimethyl-1-(2-methyl-2H-tetrazol-5-yl)propyl]carbamate). Reaction conditions: temperature 0 celsius, time 10 minute. The reactants are [Al+3], C1CCOC1, CO, [H-], [H-], [H-], [H-], [Li+], COC(=O)c1cc2ncccc2s1. Yields the product OCc1cc2ncccc2s1. Reaction SMILES: [Al+3:15].[CH2:22]1[O:23][CH2:24][CH2:25][CH2:26]1.[CH3:20][OH:21].[H-:14].[H-:17].[H-:18].[H-:19].[Li+:16].[s:1]1[c:2]([C:10](=[O:11])[O:12][CH3:13])[cH:3][c:4]2[n:5][cH:6][cH:7][cH:8][c:9]12>>[s:1]1[c:2]([CH2:10][OH:11])[cH:3][c:4]2[n:5][cH:6][cH:7][cH:8][c:9]12. The yield is 40.5%. Procedure details: A 0.9 g sample of racemic-3,4-dihydro-7-hydroxy-2H-1-benzopyran-2-acetic acid ethyl ester was alkylated with 3 g of 4'-(3-bromopropoxy)-2'-hydroxy-3'-n-propylacetophenone using the procedure described in Example 31. The crude product (2.6 g) was chromatographed on 50 g of silica gel giving 1.2 g of the desired ester as a pale-yellow oil (eluted with 19:1 toluene-ethyl acetate). This material was saponified with 2.0 g of lithium hydroxide monohydrate using the procedure described in Example 31. T... RXN SMILES: C([O:3][C:4](=[O:17])[CH2:5][CH:6]1[CH2:11][CH2:10][C:9]2[CH:12]=[CH:13][C:14]([OH:16])=[CH:15][C:8]=2[O:7]1)C.Br[CH2:19][CH2:20][CH2:21][O:22][C:23]1[CH:28]=[CH:27][C:26]([C:29](=[O:31])[CH3:30])=[C:25]([OH:32])[C:24]=1[CH2:33][CH2:34][CH3:35]>>[C:29]([C:26]1[CH:27]=[CH:28][C:23]([O:22][CH2:21][CH2:20][CH2:19][O:16][C:14]2[CH:13]=[CH:12][C:9]3[CH2:10][CH2:11][CH:6]([CH2:5][C:4]([OH:3])=[O:17])[O:7][C:8]=3[CH:15]=2)=[C:24]([CH2:33][CH2:34][CH3:35])[C:25]=1[OH:32])(=[O:31])[CH3:30]. The product is C(C)(=O)C1=C(C(=C(OCCCOC2=CC3=C(CCC(O3)CC(=O)O)C=C2)C=C1)CCC)O (racemic-7-[3-(4-acetyl-3-hydroxy-2-propylphenoxy)propoxy]-3,4-dihydro-2H-1-benzopyran-2-acetic acid). Reactants: C(C)OC(CC1OC2=C(CC1)C=CC(=C2)O)=O (racemic-3,4-dihydro-7-hydroxy-2H-1-benzopyran-2-acetic acid ethyl ester), BrCCCOC1=C(C(=C(C=C1)C(C)=O)O)CCC (4'-(3-bromopropoxy)-2'-hydroxy-3'-n-propylacetophenone). Reactants: ClC1=C(C=C(C=C1)C(C)=O)S(=O)(=O)C (1-(4-chloro-3-(methylsulfonyl)phenyl)ethanone), [BH4-].[Na+] (Sodium borohydride). The solvent is O1CCCC1 (tetrahydrofuran). Run at time 12 hour. Yields the product ClC1=C(C=C(C=C1)C(C)O)S(=O)(=O)C (1-(4-Chloro-3-(methylsulfonyl)phenyl)ethanol). As a reaction SMILES: [Cl:1][C:2]1[CH:7]=[CH:6][C:5]([C:8](=[O:10])[CH3:9])=[CH:4][C:3]=1[S:11]([CH3:14])(=[O:13])=[O:12].[BH4-].[Na+]>O1CCCC1>[Cl:1][C:2]1[CH:7]=[CH:6][C:5]([CH:8]([OH:10])[CH3:9])=[CH:4][C:3]=1[S:11]([CH3:14])(=[O:12])=[O:13] |f:1.2|. Reported procedure: A round bottom flask was charged with 1-(4-chloro-3-(methylsulfonyl)phenyl)ethanone (12.0 g, 50.0 mmol) and tetrahydrofuran (100 mL) at 0° C. Sodium borohydride (3.7 g, 100 mmol) was added in portions and the reaction was stirred for 12 h at room temperature. The reaction was quenched with ice and extracted with MTBE. The organic solvents were removed under reduced pressure and the residue was purified by flash chromatography to get the title compound. The reactants are Fc1ccc2c(-c3ccc(OCCBr)cc3)noc2c1, O=C([O-])[O-], c1ccc2c(c1)CCNC2, CC#N, [I-], [K+], [K+], [K+]. Product: Fc1ccc2c(-c3ccc(OCCN4CCc5ccccc5C4)cc3)noc2c1. RXN SMILES: [Br:1][CH2:2][CH2:3][O:4][c:5]1[cH:6][cH:7][c:8](-[c:11]2[n:12][o:13][c:14]3[c:15]2[cH:16][cH:17][c:18]([F:20])[cH:19]3)[cH:9][cH:10]1.[C:31](=[O:32])([O-:33])[O-:34].[CH2:21]1[NH:22][CH2:23][CH2:24][c:25]2[cH:26][cH:27][cH:28][cH:29][c:30]21.[CH3:39][C:40]#[N:41].[I-:38].[K+:35].[K+:36].[K+:37]>>[CH2:2]([CH2:3][O:4][c:5]1[cH:6][cH:7][c:8](-[c:11]2[n:12][o:13][c:14]3[c:15]2[cH:16][cH:17][c:18]([F:20])[cH:19]3)[cH:9][cH:10]1)[N:22]1[CH2:21][c:30]2[c:25]([cH:26][cH:27][cH:28][cH:29]2)[CH2:24][CH2:23]1. Starting materials: [BH4-], CCO, CCOC(C)=O, CCOC(OCC)OCC, Nc1ccc2c(c1)C(=O)c1cccn1CC2, [Na+]. Product: CNc1ccc2c(c1)C(=O)c1cccn1CC2. As a reaction SMILES: [BH4-:30].[CH3:27][CH2:28][OH:29].[CH3:32][CH2:33][O:34][C:35](=[O:36])[CH3:37].[CH:17]([O:18][CH2:19][CH3:20])([O:21][CH2:22][CH3:23])[O:24][CH2:25][CH3:26].[NH2:1][c:2]1[cH:3][c:4]2[c:5]([cH:15][cH:16]1)[CH2:6][CH2:7][n:8]1[c:9]([cH:12][cH:13][cH:14]1)[C:10]2=[O:11].[Na+:31]>>[NH:1]([c:2]1[cH:3][c:4]2[c:5]([cH:15][cH:16]1)[CH2:6][CH2:7][n:8]1[c:9]([cH:12][cH:13][cH:14]1)[C:10]2=[O:11])[CH3:17].